From a dataset of the Open Reaction Database (ORD), a public repository of structured organic reaction records. describe an organic reaction: reactants, conditions, products, and yield Reactants: CC(C)OC(=O)/N=N/C(=O)OC(C)C (DIAD), C1(=CC=CC=C1)P(C1=CC=CC=C1)C1=CC=CC=C1 (triphenylphosphine), C(C1=CC=CC=C1)(=O)O (benzoic acid), C1(=CC=CC=C1)C1OC[C@@H]2[C@@H](O1)C[C@H](CO2)O ((4aR,7R,8aS)-2-phenylhexahydro-pyrano[3,2-d][1,3]dioxin-7-ol). Run in C1CCOC1 (THF). Conditions: time 1 hour. The product is C(C1=CC=CC=C1)(=O)O[C@H]1C[C@@H]2OC(OC[C@H]2OC1)C1=CC=CC=C1 ((4aR,7S,8aS)-2-phenylhexahydropyrano[3,2-d][1,3]dioxin-7-yl benzoate). RXN SMILES: C1(P(C2C=CC=CC=2)C2C=CC=CC=2)C=CC=CC=1.[C:20]([OH:28])(=[O:27])[C:21]1[CH:26]=[CH:25][CH:24]=[CH:23][CH:22]=1.[C:29]1([CH:35]2[O:40][C@H:39]3[CH2:41][C@@H:42](O)[CH2:43][O:44][C@@H:38]3[CH2:37][O:36]2)[CH:34]=[CH:33][CH:32]=[CH:31][CH:30]=1.CC(OC(/N=N/C(OC(C)C)=O)=O)C>C1COCC1>[C:20]([O:28][C@@H:42]1[CH2:43][O:44][C@H:38]2[C@@H:39]([O:40][CH:35]([C:29]3[CH:34]=[CH:33][CH:32]=[CH:31][CH:30]=3)[O:36][CH2:37]2)[CH2:41]1)(=[O:27])[C:21]1[CH:26]=[CH:25][CH:24]=[CH:23][CH:22]=1. Procedure: To a stirred solution of triphenylphosphine (560 mg, 2.134 mmol) and benzoic acid (261 mg, 2.134 mmol) under nitrogen in anhydrous THF (8.0 mL) was added (4aR,7R,8aS)-2-phenylhexahydro-pyrano[3,2-d][1,3]dioxin-7-ol (500 mg, 2.134 mmol), then DIAD (0.41 mL, 428 mg, 2.116 mmol) dropwise over 10 minutes. After stirring at room temperature for 1 hour, the mixture was concentrated under reduced pressure. The resultant oil was dissolved in DCM, then loaded directly onto a Biotage™ 50 g (2×25 g in seri... The reactants are O (water), B#B (diborane), C(C)(=O)O.C(C)(=O)O[C@@H]1C[C@@H]2CC[C@H]3[C@@H]4C[C@H](C([C@@]4(C)CC[C@@H]3[C@]2(CC1)C)=NO)OC(C)=O (3β,16α-bis(acetyloxy)-5α-androstan-17-one oxime acetate). Run in O1CCCC1 (tetrahydrofurane), O1CCCC1 (tetrahydrofuran). Conditions: temperature 0 celsius, time 8 hour. Yields the product N[C@@H]1[C@]2(C)[C@@H](C[C@H]1O)[C@@H]1CC[C@H]3C[C@H](CC[C@]3(C)[C@H]1CC2)O (17β-amino-5α-androstane-3β,16α-diol). The yield is 86.7%. RXN SMILES: B#B.C(O)(=O)C.C([O:10][C@H:11]1[CH2:28][CH2:27][C@@:26]2([CH3:29])[C@@H:13]([CH2:14][CH2:15][C@@H:16]3[C@@H:25]2[CH2:24][CH2:23][C@@:21]2([CH3:22])[C@H:17]3[CH2:18][C@@H:19]([O:32]C(=O)C)[C:20]2=[N:30]O)[CH2:12]1)(=O)C.O>O1CCCC1>[NH2:30][C@H:20]1[C@H:19]([OH:32])[CH2:18][C@H:17]2[C@H:16]3[C@H:25]([CH2:24][CH2:23][C@:21]12[CH3:22])[C@:26]1([CH3:29])[C@H:13]([CH2:12][C@@H:11]([OH:10])[CH2:28][CH2:27]1)[CH2:14][CH2:15]3 |f:1.2|. Procedure details: A solution of diborane in tetrahydrofurane (257 ml; 1 M) was added dropwise to a stirred solution of 3β,16α-bis(acetyloxy)-5α-androstan-17-one oxime acetate (11.7 g) in tetrahydrofuran (257 ml) at 0° C. under a nitrogen atmosphere. The solution was set aside at room temperature overnight, then water (35 ml) was carefully added to the cooled (0° C.), stirred solution. Tetrahydrofuran was distilled off and replaced with ethanol (400 ml) and sodium hydroxide solution (12 ml; 4 N), and the solution ... Product: CCOC(=O)Cn1c(C)c(Cc2ccccc2S(=O)(=O)[O-])c2cc(F)ccc21, [Na+]. Reactants: CCOC(=O)Cn1c(C)cc2cc(F)ccc21, CC[SiH](CC)CC, O=Cc1ccccc1S(=O)(=O)O, ClCCl, O=C(O)C(F)(F)F, [Na+], [Na], O=C([O-])O. As a reaction SMILES: [CH2:1]([CH3:2])[O:3][C:4]([CH2:5][n:6]1[c:7]([CH3:16])[cH:8][c:9]2[cH:10][c:11]([F:15])[cH:12][cH:13][c:14]12)=[O:17].[CH2:31]([SiH:32]([CH2:33][CH3:34])[CH2:35][CH3:36])[CH3:37].[CH:19](=[O:20])[c:21]1[c:22]([S:27](=[O:28])(=[O:29])[OH:30])[cH:23][cH:24][cH:25][cH:26]1.[Cl:50][CH2:51][Cl:52].[F:38][C:39]([F:40])([F:41])[C:42]([OH:43])=[O:44].[Na+:49].[Na:18].[O-:45][C:46]([OH:47])=[O:48]>>[CH2:1]([CH3:2])[O:3][C:4]([CH2:5][n:6]1[c:7]([CH3:16])[c:8]([CH2:19][c:21]2[c:22]([S:27](=[O:28])(=[O:29])[O-:30])[cH:23][cH:24][cH:25][cH:26]2)[c:9]2[cH:10][c:11]([F:15])[cH:12][cH:13][c:14]12)=[O:17].[Na+:49]. The reactants are NC1=NC(=CC=C1[N+](=O)[O-])Cl (2-amino-6-chloro-3-nitropyridine), C(C)(=O)NC1=CC=C(C=C1)O (4-acetylaminophenol), C(=O)([O-])[O-].[K+].[K+] (K2CO3). The solvent is CN(C)C=O (DMF). Run at time 2 hour. The product is [N+](=O)([O-])C=1C(=NC(=CC1)OC1=CC=C(C=C1)NC(C)=O)N (3-Nitro-6-(4-acetamidophenoxy)pyridine-2-ylamine). Yield: 93.7%. Reaction SMILES: [NH2:1][C:2]1[C:7]([N+:8]([O-:10])=[O:9])=[CH:6][CH:5]=[C:4](Cl)[N:3]=1.[C:12]([NH:15][C:16]1[CH:21]=[CH:20][C:19]([OH:22])=[CH:18][CH:17]=1)(=[O:14])[CH3:13].C([O-])([O-])=O.[K+].[K+]>CN(C=O)C>[N+:8]([C:7]1[C:2]([NH2:1])=[N:3][C:4]([O:22][C:19]2[CH:18]=[CH:17][C:16]([NH:15][C:12](=[O:14])[CH3:13])=[CH:21][CH:20]=2)=[CH:5][CH:6]=1)([O-:10])=[O:9] |f:2.3.4|. Procedure details: To a solution of 2-amino-6-chloro-3-nitropyridine (2.77 g, 16.0 mmol) in DMF (55 mL) was added 4-acetylaminophenol (2.67 g, 17.5 mmol) followed by K2CO3 (3.3 g, 5.0 mmol) and stirred at room temperature for 2 hrs. The solvent was removed by evaporation. To the residue, water was added to form a precipitate. The solid was collected by filtration, washed with water and ethyl acetate then dried under reduced pressure to give the title compound (4.32 g, 94%): MS m/e 289 (M+1). The reactants are IC (iodomethane), C(C)(=O)[O-].[NH4+] (ammonium acetate), C(=O)(OC(C)(C)C)CN1C(CN(C(C2=C1C=CC(=C2)CC2=CC=C(C=C2)C#N)=O)CCC(=O)OCC)=O (1-(Carbo-t-butoxymethyl)-4-(2-carboethoxyethyl)-7-[(4-cyanophenyl)methyl]-3,4-dihydro-1H-1,4-benzodiazepine-2,5-dione), [OH-].[Na+] (NaOH). The product is C(=O)(OC(C)(C)C)CN1C(CN(C(C2=C1C=CC(=C2)CC2=CC=C(C=C2)C(N)=N)=O)CCC(=O)OCC)=O (1-(carbo-t-butoxymethyl)-4-(2-carboethoxyethyl)-7-[(4-amidinophenyl)methyl]-3,4-dihydro-1H-1,4-benzodiazepine-2,5-dione), C(C)(=O)[O-] (acetate). Yield: 994.3%. As a reaction SMILES: [C:1]([CH2:8][N:9]1[C:15]2[CH:16]=[CH:17][C:18]([CH2:20][C:21]3[CH:26]=[CH:25][C:24]([C:27]#[N:28])=[CH:23][CH:22]=3)=[CH:19][C:14]=2[C:13](=[O:29])[N:12]([CH2:30][CH2:31][C:32]([O:34][CH2:35][CH3:36])=[O:33])[CH2:11][C:10]1=[O:37])([O:3][C:4]([CH3:7])([CH3:6])[CH3:5])=[O:2].[OH-].[Na+].IC.[C:42]([O-:45])(=[O:44])[CH3:43].[NH4+:46]>>[C:1]([CH2:8][N:9]1[C:15]2[CH:16]=[CH:17][C:18]([CH2:20][C:21]3[CH:26]=[CH:25][C:24]([C:27](=[NH:46])[NH2:28])=[CH:23][CH:22]=3)=[CH:19][C:14]=2[C:13](=[O:29])[N:12]([CH2:30][CH2:31][C:32]([O:34][CH2:35][CH3:36])=[O:33])[CH2:11][C:10]1=[O:37])([O:3][C:4]([CH3:5])([CH3:7])[CH3:6])=[O:2].[C:42]([O-:45])(=[O:44])[CH3:43] |f:1.2,4.5|. Procedure details: 1-(Carbo-t-butoxymethyl)-4-(2-carboethoxyethyl)-7-[(4-cyanophenyl)methyl]-3,4-dihydro-1H-1,4-benzodiazepine-2,5-dione (16.0 g, 31 mmol) was placed in a dry 3-necked flask equipped with an inlet tube for gas dispersion and an outlet tube connected to a trap containing 1:1 2M NaOH/Clorox bleach. The flask was flushed with argon gas and anhydrous pyridine (90 mL) was added followed by the addition of triethylamine (70 mL). The resulting solution was saturated with hydrogen sulfide gas. The inlet an...